This data is from the Open Reaction Database (ORD), a public repository of structured organic reaction records. The task is: describe an organic reaction: reactants, conditions, products, and yield The reactants are C1CCNCC1, CC(=O)O, O=Cc1cc(O)c(O)c([N+](=O)[O-])c1, O=C1CSC(=S)N1. The product is O=C1NC(=S)SC1=Cc1cc(O)c(O)c([N+](=O)[O-])c1. As a reaction SMILES: [CH2:21]1[CH2:22][CH2:23][NH:24][CH2:25][CH2:26]1.[CH3:27][C:28](=[O:29])[OH:30].[OH:8][c:9]1[cH:10][c:11]([CH:12]=[O:13])[cH:14][c:15]([N+:18](=[O:19])[O-:20])[c:16]1[OH:17].[S:1]1[C:2](=[S:3])[NH:4][C:5](=[O:6])[CH2:7]1>>[S:1]1[C:2](=[S:3])[NH:4][C:5](=[O:6])[C:7]1=[CH:12][c:11]1[cH:10][c:9]([OH:8])[c:16]([OH:17])[c:15]([N+:18](=[O:19])[O-:20])[cH:14]1. The reactants are C, C1CCOC1, CC(C)(C)C(O)Cc1ccccc1[N+](=O)[O-], [H][H], [Pd], O=S(=O)(O)O. Product: CC(C)(C)C(O)Cc1ccccc1N. Reaction SMILES: [C:29].[CH2:24]1[O:25][CH2:26][CH2:27][CH2:28]1.[CH3:1][C:2]([CH:3]([CH2:4][c:5]1[c:6]([N+:11]([O-:12])=[O:13])[cH:7][cH:8][cH:9][cH:10]1)[OH:14])([CH3:15])[CH3:16].[H:22][H:23].[Pd:30].[S:17](=[O:18])(=[O:19])([OH:20])[OH:21]>>[CH3:1][C:2]([CH:3]([CH2:4][c:5]1[c:6]([NH2:11])[cH:7][cH:8][cH:9][cH:10]1)[OH:14])([CH3:15])[CH3:16]. The reactants are ClC1=NC2=CC=CC(=C2C=C1)OCC1=CC=C(C=C1)F (2-Chloro-5-(4-fluoro-benzyloxy)-quinoline), COC1=C(CN)C=CC=C1 (2-methoxybenzylamine). Yields the product FC1=CC=C(COC2=C3C=CC(=NC3=CC=C2)NCC2=C(C=CC=C2)OC)C=C1 (5-(4-Fluorobenzyloxy)-quinolin-2-yl-(2-methoxy-benzyl)-amine), oil. Isolated yield 42.0%. Reaction SMILES: Cl[C:2]1[CH:11]=[CH:10][C:9]2[C:4](=[CH:5][CH:6]=[CH:7][C:8]=2[O:12][CH2:13][C:14]2[CH:19]=[CH:18][C:17]([F:20])=[CH:16][CH:15]=2)[N:3]=1.[CH3:21][O:22][C:23]1[CH:30]=[CH:29][CH:28]=[CH:27][C:24]=1[CH2:25][NH2:26]>>[F:20][C:17]1[CH:18]=[CH:19][C:14]([CH2:13][O:12][C:8]2[CH:7]=[CH:6][CH:5]=[C:4]3[C:9]=2[CH:10]=[CH:11][C:2]([NH:26][CH2:25][C:24]2[CH:27]=[CH:28][CH:29]=[CH:30][C:23]=2[O:22][CH3:21])=[N:3]3)=[CH:15][CH:16]=1. Procedure details: 2-Chloro-5-(4-fluoro-benzyloxy)-quinoline (100 mg, 0.35 mmol) and 2-methoxybenzylamine (144 mg, 1.05 mmol) were stirred in a sealed tube at 150° C. for 16 hours. The reaction mixture was purified by flash chromatography on silica gel (heptane/ethyl acetate 100:0->80:20 gradient). 5-(4-Fluorobenzyloxy)-quinolin-2-yl-(2-methoxy-benzyl)-amine was obtained as a yellow oil (57 mg, 42%), MS: m/e=389.3 (M+H+). The reactants are [Si](C)(C)(C(C)(C)C)OC(/C=C/C1C2C\C(\C(C2CC1)=O)=C/CCCC(=O)OC)COC1=CC=CC=C1 (6-[(E)-3-tert-Butyldimethylsilyloxy-4-phenoxybut-1-enyl]-3-[(E)-4-methoxycarbonylbutylidene]bicyclo[3,3,0]octan-2-one), COC(=O)CCC\C=C/1\C(C2CCCC2C1)=O (3-[(E)-4-methoxycarbonylbutylidene]bicyclo[3,3,0]octan-2-one), ( 15R ), ( 15S ), 6a-oxo-6,9-methano-15-tert-butyldimethylsilyloxy-16-phenoxy-17,18,19,20-tetranorprosta-5,13-dienoate, O (water), C(C)(=O)O (acetic acid). Run in [Cl-].[Na+] (sodium chloride), O1CCCC1 (tetrahydrofuran). Yields the product OC(/C=C/C1C2C\C(\C(C2CC1)=O)=C/CCCC(=O)OC)COC1=CC=CC=C1 (6-[(E)-3-hydroxy-4-phenoxybut-1-enyl] -3-[(E)-4-methoxycarbonylbutylidene]bicyclo[3,3,0]octan-2-one). Isolated yield 28.2%. RXN SMILES: [Si]([O:8][CH:9]([CH2:29][O:30][C:31]1[CH:36]=[CH:35][CH:34]=[CH:33][CH:32]=1)/[CH:10]=[CH:11]/[CH:12]1[CH2:19][CH2:18][CH:17]2[CH:13]1[CH2:14]/[C:15](=[CH:21]\[CH2:22][CH2:23][CH2:24][C:25]([O:27][CH3:28])=[O:26])/[C:16]2=[O:20])(C(C)(C)C)(C)C.COC(CCC/C=C1/C(=O)C2C(C/1)CCC2)=O.O.C(O)(=O)C>[Cl-].[Na+].O1CCCC1>[OH:8][CH:9]([CH2:29][O:30][C:31]1[CH:32]=[CH:33][CH:34]=[CH:35][CH:36]=1)/[CH:10]=[CH:11]/[CH:12]1[CH2:19][CH2:18][CH:17]2[CH:13]1[CH2:14]/[C:15](=[CH:21]\[CH2:22][CH2:23][CH2:24][C:25]([O:27][CH3:28])=[O:26])/[C:16]2=[O:20] |f:4.5|. Reported procedure: 6-[(E)-3-tert-Butyldimethylsilyloxy-4-phenoxybut-1-enyl]-3-[(E)-4-methoxycarbonylbutylidene]bicyclo[3,3,0]octan-2-one (4.1 mg), prepared as described in Reference Example 54, and in the form of (±)-6β-[(E)-(mixture of 3α and 3β)-tert-butyldimethylsilyloxy-4-phenoxybut-1-enyl]-3-[(E)-4-methoxycarbonylbutylidene]bicyclo[3,3,0]octan-2-one, otherwise known as (±)-methyl (5E,13E)-(9S), [mixture of (15R) and (15S)]-6a-oxo-6,9-methano-15-tert-butyldimethylsilyloxy-16-phenoxy-17,18,19,20-tetranorprosta-... The reactants are [BH3-]C#N, C=O, CC(=O)O, CC#N, Nc1ccc(Cl)c(C(=O)Nc2cccc3c4c(oc23)CCCC4)c1Cl, [Na+]. Product: CNc1ccc(Cl)c(C(=O)Nc2cccc3c4c(oc23)CCCC4)c1Cl. As a reaction SMILES: [C:28]([BH3-:29])#[N:30].[CH2:26]=[O:27].[CH3:32][C:33](=[O:34])[OH:35].[CH3:36][C:37]#[N:38].[NH2:1][c:2]1[c:3]([Cl:25])[c:4]([C:5](=[O:6])[NH:7][c:8]2[cH:9][cH:10][cH:11][c:12]3[c:13]4[c:14]([o:15][c:16]23)[CH2:17][CH2:18][CH2:19][CH2:20]4)[c:21]([Cl:24])[cH:22][cH:23]1.[Na+:31]>>[NH:1]([c:2]1[c:3]([Cl:25])[c:4]([C:5](=[O:6])[NH:7][c:8]2[cH:9][cH:10][cH:11][c:12]3[c:13]4[c:14]([o:15][c:16]23)[CH2:17][CH2:18][CH2:19][CH2:20]4)[c:21]([Cl:24])[cH:22][cH:23]1)[CH3:28].